From a dataset of the Open Reaction Database (ORD), a public repository of structured organic reaction records. describe an organic reaction: reactants, conditions, products, and yield The reactants are BrC1=C(C=C(C=C1)F)Cl (1-bromo-2-chloro-4-fluorobenzene), C[S-].[Na+] (sodium thiomethoxide), O (water). The solvent is CS(=O)C (DMSO). The product is BrC1=C(C=C(C=C1)SC)Cl (1-bromo-2-chloro-4-methylsulfanylbenzene). Isolated yield 109.2%. RXN SMILES: [Br:1][C:2]1[CH:7]=[CH:6][C:5](F)=[CH:4][C:3]=1[Cl:9].[CH3:10][S-:11].[Na+].O>CS(C)=O>[Br:1][C:2]1[CH:7]=[CH:6][C:5]([S:11][CH3:10])=[CH:4][C:3]=1[Cl:9] |f:1.2|. Procedure details: A solution of 1-bromo-2-chloro-4-fluorobenzene (7, 0.50 g, 2.39 mmol) and sodium thiomethoxide (0.17 g, 2.42 mmol) in DMSO (2.5 mL) was stirred at 100° C. for 1 h. The reaction mixture was added to 20 mL water with stirring, the aqueous mixture was extracted with ethyl acetate (2×20 mL) and the combined organic layers were dried over sodium sulfate, filtered and evaporated in vacuo. The title compound (0.62 g) was obtained as a colorless oil and was used in the next step without further purifica... The reactants are ClC=1C=C(C=CC1Cl)C1C2(CO2)CN(CCO1)C(=O)OC(C)(C)C (tert-butyl (3RS,4SR)-4-(3,4-dichlorophenyl)-1,5-dioxa-8-azaspiro[2.6]nonane-8-carboxylate), [N-]=[N+]=[N-].[Na+] (sodium azide), O (Water). Solvent: CN(C)C=O (DMF). Run at temperature 80 celsius, time 8 hour. Product: N(=[N+]=[N-])CC1(CN(CCOC1C1=CC(=C(C=C1)Cl)Cl)C(=O)OC(C)(C)C)O (tert-butyl (6RS,7SR)-6-(azidomethyl)-7-(3,4-dichlorophenyl)-6-hydroxy-1,4-oxazepane-4-carboxylate). The yield is 45.2%. As a reaction SMILES: [Cl:1][C:2]1[CH:3]=[C:4]([CH:9]2[O:17][CH2:16][CH2:15][N:14]([C:18]([O:20][C:21]([CH3:24])([CH3:23])[CH3:22])=[O:19])[CH2:13][C:10]32[O:12][CH2:11]3)[CH:5]=[CH:6][C:7]=1[Cl:8].[N-:25]=[N+:26]=[N-:27].[Na+].O>CN(C=O)C>[N:25]([CH2:11][C:10]1([OH:12])[CH:9]([C:4]2[CH:5]=[CH:6][C:7]([Cl:8])=[C:2]([Cl:1])[CH:3]=2)[O:17][CH2:16][CH2:15][N:14]([C:18]([O:20][C:21]([CH3:24])([CH3:23])[CH3:22])=[O:19])[CH2:13]1)=[N+:26]=[N-:27] |f:1.2|. Procedure details: To a solution of tert-butyl (3RS,4SR)-4-(3,4-dichlorophenyl)-1,5-dioxa-8-azaspiro[2.6]nonane-8-carboxylate (460 mg) in DMF (5 ml) was added sodium azide (240 mg), and the mixture was stirred at 80° C. overnight. Water was added to the reaction mixture, and the mixture was extracted with ethyl acetate. The extract was washed with brine, and dried over anhydrous sodium sulfate. The solvent was evaporated under reduced pressure. The residue was purified by silica gel column chromatography to give t...